This data is from the Open Reaction Database (ORD), a public repository of structured organic reaction records. The task is: describe an organic reaction: reactants, conditions, products, and yield Starting materials: [Br-], O=C(O)c1cccc(C[P+](c2ccccc2)(c2ccccc2)c2ccccc2)c1, CC(=O)Nc1nc(C=O)cs1. Product: CC(=O)Nc1nc(C=Cc2cccc(C(=O)O)c2)cs1. As a reaction SMILES: [Br-:12].[C:13](=[O:14])([OH:15])[c:16]1[cH:17][c:18]([CH2:19][P+:20]([c:21]2[cH:22][cH:23][cH:24][cH:25][cH:26]2)([c:27]2[cH:28][cH:29][cH:30][cH:31][cH:32]2)[c:33]2[cH:34][cH:35][cH:36][cH:37][cH:38]2)[cH:39][cH:40][cH:41]1.[CH:1](=[O:2])[c:3]1[n:4][c:5]([NH:8][C:9]([CH3:10])=[O:11])[s:6][cH:7]1>>[CH:1]([c:3]1[n:4][c:5]([NH:8][C:9]([CH3:10])=[O:11])[s:6][cH:7]1)=[CH:19][c:18]1[cH:17][c:16]([C:13](=[O:14])[OH:15])[cH:41][cH:40][cH:39]1. The reactants are C1(CCCCC1)C(C(=O)O)C1CCCCC1 (Dicyclohexylacetic acid), N[C@@H]1CN(CC1)CCC1=CC=C(C=C1)F ((S)-3-amino-1-(2-(4-fluorophenyl)ethyl)pyrrolidine). The product is FC1=CC=C(C=C1)CCN1C[C@H](CC1)NC(C(C1CCCCC1)C1CCCCC1)=O ((S)-N-(1-(2-(4-fluorophenyl)ethyl)pyrrolidin-3-yl)dicyclohexylacetamide). Isolated yield 26.5%. RXN SMILES: [CH:1]1([CH:7]([CH:11]2[CH2:16][CH2:15][CH2:14][CH2:13][CH2:12]2)[C:8]([OH:10])=O)[CH2:6][CH2:5][CH2:4][CH2:3][CH2:2]1.[NH2:17][C@H:18]1[CH2:22][CH2:21][N:20]([CH2:23][CH2:24][C:25]2[CH:30]=[CH:29][C:28]([F:31])=[CH:27][CH:26]=2)[CH2:19]1>>[F:31][C:28]1[CH:29]=[CH:30][C:25]([CH2:24][CH2:23][N:20]2[CH2:21][CH2:22][C@H:18]([NH:17][C:8](=[O:10])[CH:7]([CH:1]3[CH2:2][CH2:3][CH2:4][CH2:5][CH2:6]3)[CH:11]3[CH2:16][CH2:15][CH2:14][CH2:13][CH2:12]3)[CH2:19]2)=[CH:26][CH:27]=1. Procedure: Dicyclohexylacetic acid (0.45 g) and (S)-3-amino-1-(2-(4-fluorophenyl)ethyl)pyrrolidine (0.42 g) were reacted under the same conditions as in Example 23 to give (S)-N-(1-(2-(4-fluorophenyl)ethyl)pyrrolidin-3-yl)dicyclohexylacetamide (0.22 g), melting point 122-124° C.